This data is from the Open Reaction Database (ORD), a public repository of structured organic reaction records. The task is: describe an organic reaction: reactants, conditions, products, and yield The reactants are COC(=O)CCc1cc(C(=O)c2ccc(OC3CCCC3)cc2O)ccc1OCc1ccc2c(O)noc2c1, CO, Cl, [Na+], [OH-], O. Yields the product O=C(O)CCc1cc(C(=O)c2ccc(OC3CCCC3)cc2O)ccc1OCc1ccc2c(O)noc2c1. RXN SMILES: [CH3:1][O:2][C:3]([CH2:4][CH2:5][c:6]1[c:7]([O:27][CH2:28][c:29]2[cH:30][c:31]3[c:32]([c:33]([OH:36])[n:34][o:35]3)[cH:37][cH:38]2)[cH:8][cH:9][c:10]([C:12]([c:13]2[c:14]([OH:25])[cH:15][c:16]([O:19][CH:20]3[CH2:21][CH2:22][CH2:23][CH2:24]3)[cH:17][cH:18]2)=[O:26])[cH:11]1)=[O:39].[CH3:44][OH:45].[ClH:43].[Na+:42].[OH-:41].[OH2:40]>>[O:2]=[C:3]([CH2:4][CH2:5][c:6]1[c:7]([O:27][CH2:28][c:29]2[cH:30][c:31]3[c:32]([c:33]([OH:36])[n:34][o:35]3)[cH:37][cH:38]2)[cH:8][cH:9][c:10]([C:12]([c:13]2[c:14]([OH:25])[cH:15][c:16]([O:19][CH:20]3[CH2:21][CH2:22][CH2:23][CH2:24]3)[cH:17][cH:18]2)=[O:26])[cH:11]1)[OH:39]. Reactants: CN1CCCC1=O, COc1cc(C(=O)CO)ccc1OCCCCl, Fc1ccc2c(C3CCNCC3)noc2c1, [Na+], O=C([O-])O, O. Product: COc1cc(C(=O)CO)ccc1OCCCN1CCC(c2noc3cc(F)ccc23)CC1. Reaction SMILES: [CH3:39][N:40]1[CH2:41][CH2:42][CH2:43][C:44]1=[O:45].[Cl:17][CH2:18][CH2:19][CH2:20][O:21][c:22]1[c:23]([O:32][CH3:33])[cH:24][c:25]([C:28]([CH2:29][OH:30])=[O:31])[cH:26][cH:27]1.[NH:1]1[CH2:2][CH2:3][CH:4]([c:7]2[n:8][o:9][c:10]3[c:11]2[cH:12][cH:13][c:14]([F:16])[cH:15]3)[CH2:5][CH2:6]1.[Na+:38].[O-:34][C:35]([OH:36])=[O:37].[OH2:46]>>[N:1]1([CH2:18][CH2:19][CH2:20][O:21][c:22]2[c:23]([O:32][CH3:33])[cH:24][c:25]([C:28]([CH2:29][OH:30])=[O:31])[cH:26][cH:27]2)[CH2:2][CH2:3][CH:4]([c:7]2[n:8][o:9][c:10]3[c:11]2[cH:12][cH:13][c:14]([F:16])[cH:15]3)[CH2:5][CH2:6]1. The reactants are COC(OC)N(C)C, Cc1ccccc1, Cc1cc(Cl)c2[nH]nc(C)c2n1. The product is Cc1cc(Cl)c2nn(C)c(C)c2n1. RXN SMILES: [CH3:13][O:14][CH:15]([O:16][CH3:17])[N:18]([CH3:19])[CH3:20].[CH3:21][c:22]1[cH:23][cH:24][cH:25][cH:26][cH:27]1.[Cl:1][c:2]1[c:3]2[c:4]([n:5][c:6]([CH3:8])[cH:7]1)[c:9]([CH3:12])[n:10][nH:11]2>>[Cl:1][c:2]1[c:3]2[c:4]([n:5][c:6]([CH3:8])[cH:7]1)[c:9]([CH3:12])[n:10]([CH3:13])[n:11]2. Reactants: BrC1=CC(=C(C=C1)S)OC(F)(F)F (4-bromo-2-trifluoromethoxybenzenethiol), [H-].[Na+] (NaH). The solvent is CN(C)C=O (DMF). Conditions: temperature 23 celsius, time 2 hour. The product is BrC1=CC(=C(C=C1)SC(F)(F)F)OC(F)(F)F (4-bromo-2-trifluoromethoxy-1-trifluoromethylthiobenzene). Yield: 102.0%. As a reaction SMILES: [Br:1][C:2]1[CH:7]=[CH:6][C:5]([SH:8])=[C:4]([O:9][C:10]([F:13])([F:12])[F:11])[CH:3]=1.[H-].[Na+]>CN(C=O)C>[Br:1][C:2]1[CH:7]=[CH:6][C:5]([S:8][C:10]([F:13])([F:12])[F:11])=[C:4]([O:9][C:10]([F:11])([F:13])[F:12])[CH:3]=1 |f:1.2|. Procedure details: To a stirred solution of 4-bromo-2-trifluoromethoxybenzenethiol (1.76 g, 6.44 mmol) in DMF (10 mL) at 0° C. was added NaH (60% in mineral oil, 283 mg, 7.08 mmol) in small portions and the reaction mixture was slowly warmed to 23° C. over 30 minutes. The reaction vessel was evacuated and flushed with trifluoromethyl iodide gas and finally a balloon of trifluoromethyl iodide gas was attached and continued the reaction at 23° C. till the gas is consumed. The reaction mixture was heated to 80° C. wi...